From a dataset of the Open Reaction Database (ORD), a public repository of structured organic reaction records. describe an organic reaction: reactants, conditions, products, and yield Starting materials: ClC1=C(C=C2C(NC(=NC2=C1)CN1CCCCC1)=O)CN(CC#C)C1=CC=C(C(=O)OC(C)(C)C)C=C1 (tert-butyl 4-[N-[7-chloro-4-oxo-2-piperidin-1-ylmethyl-3,4-dihydroquinazolin-6-ylmethyl]-N-(prop-2-ynyl)amino]benzoate), [Cl-].[Li+] (lithium chloride), [H-].[Na+] (sodium hydride), CN(CCCl)C (2-dimethylaminoethyl chloride), CN(CCCl)C (2-dimethylaminoethyl chloride), [Cl-] (chloride), [H-].[Na+] (sodium hydride). The solvent is CN(C)C=O (DMF). Run at temperature 4 celsius, time 15 minute. Yields the product ClC1=C(C=C2C(N(C(=NC2=C1)CN1CCCCC1)CCN(C)C)=O)CN(CC#C)C1=CC=C(C(=O)OC(C)(C)C)C=C1 (tert-Butyl 4-[N-[7-Chloro-3-(2-dimethylaminoethyl)-4-oxo-2-piperidin-1-ylmethyl-3,4-dihydroquinazolin-6-ylmethyl]-N-(prop-2-ynyl)amino]benzoate). Isolated yield 7.4%. As a reaction SMILES: [Cl:1][C:2]1[CH:11]=[C:10]2[C:5]([C:6](=[O:19])[NH:7][C:8]([CH2:12][N:13]3[CH2:18][CH2:17][CH2:16][CH2:15][CH2:14]3)=[N:9]2)=[CH:4][C:3]=1[CH2:20][N:21]([C:25]1[CH:37]=[CH:36][C:28]([C:29]([O:31][C:32]([CH3:35])([CH3:34])[CH3:33])=[O:30])=[CH:27][CH:26]=1)[CH2:22][C:23]#[CH:24].[Cl-].[Li+].[Cl-].[H-].[Na+].[CH3:43][N:44]([CH3:48])[CH2:45][CH2:46]Cl>CN(C=O)C>[Cl:1][C:2]1[CH:11]=[C:10]2[C:5]([C:6](=[O:19])[N:7]([CH2:46][CH2:45][N:44]([CH3:48])[CH3:43])[C:8]([CH2:12][N:13]3[CH2:14][CH2:15][CH2:16][CH2:17][CH2:18]3)=[N:9]2)=[CH:4][C:3]=1[CH2:20][N:21]([C:25]1[CH:26]=[CH:27][C:28]([C:29]([O:31][C:32]([CH3:34])([CH3:33])[CH3:35])=[O:30])=[CH:36][CH:37]=1)[CH2:22][C:23]#[CH:24] |f:1.2,4.5|. Procedure details: To a solution of of tert-butyl 4-[N-[7-chloro-4-oxo-2-piperidin-1-ylmethyl-3,4-dihydroquinazolin-6-ylmethyl]-N-(prop-2-ynyl)amino]benzoate (0.250 g, 1.69 mmol) in anhydrous DMF (10 ml) under argon was added lithium chloride (0.071 g, 6.24 mmol). When the lithiumn chloride had dissolved the reaction mixture was cooled to 4° C. in an ice-bath and then sodium hydride (60% dispersion in mineral oil, 21 mg, 0.52 mmol) in one portion followed by 2-dimethylaminoethyl chloride (free base, 0.690 g, 6.40 ... Procedure details: This is an example of synthesis of ligand 2. 2-(4′-Dicyclohexylphosphinophenyl)-1,3-dioxolane (Ligand 2): Part I. A solution of 4-bromobenzaldehyde (5 g, 0.027 mol), ethylene glycol (7.0 g, 0.11 mmol), and p-toluenesulfonic acid (0.1 g, 0.5 mmol) in benzene was heated at reflux for 24 h using a Dean-Stark setup to remove water. The reaction was taken up in diethyl ether (100 mL) and washed with water (5×30 mL) and brine (30 mL). The organic phase was dried over magnesium sulfate and concentrated... The product is BrC1=CC=C(C=C1)C1OCCO1 (2-(4′-bromophenyl)-1,3-dioxolane). Reaction SMILES: C1(P(C2CCCCC2)[C:8]2[CH:13]=[CH:12][C:11]([CH:14]3[O:18][CH2:17][CH2:16][O:15]3)=[CH:10][CH:9]=2)CCCCC1.[Br:25]C1C=CC(C=O)=CC=1.C(O)CO>C1C=CC=CC=1.C1(C)C=CC(S(O)(=O)=O)=CC=1>[Br:25][C:8]1[CH:13]=[CH:12][C:11]([CH:14]2[O:18][CH2:17][CH2:16][O:15]2)=[CH:10][CH:9]=1. Reagents/catalysts: C1(=CC=C(C=C1)S(=O)(=O)O)C (p-toluenesulfonic acid). The solvent is C1=CC=CC=C1 (benzene). Reactants: C1(CCCCC1)P(C1=CC=C(C=C1)C1OCCO1)C1CCCCC1 (2-(4′-Dicyclohexylphosphinophenyl)-1,3-dioxolane), C1(CCCCC1)P(C1=CC=C(C=C1)C1OCCO1)C1CCCCC1 (2-(4′-Dicyclohexylphosphinophenyl)-1,3-dioxolane), C1(CCCCC1)P(C1=CC=C(C=C1)C1OCCO1)C1CCCCC1 (2-(4′-Dicyclohexylphosphinophenyl)-1,3-dioxolane), BrC1=CC=C(C=O)C=C1 (4-bromobenzaldehyde), C(CO)O (ethylene glycol). Reactants: C=CCOc1ccc(C2C(OCc3cc(OC)c4ccccc4c3)CN(C(=O)OC(C)(C)C)CC2OCC2COC(C)(C)O2)cc1, CO, ClCCl, Cl, [Na+], [Na+], O=C([O-])[O-]. Yields the product C=CCOc1ccc(C2C(OCc3cc(OC)c4ccccc4c3)CN(C(=O)OC(C)(C)C)CC2OCC(O)CO)cc1. RXN SMILES: [C:1]([CH3:2])([CH3:3])([CH3:4])[O:5][C:6](=[O:7])[N:8]1[CH2:9][CH:10]([O:38][CH2:39][CH:40]2[O:41][C:42]([CH3:45])([CH3:46])[O:43][CH2:44]2)[CH:11]([c:28]2[cH:29][cH:30][c:31]([O:34][CH2:35][CH:36]=[CH2:37])[cH:32][cH:33]2)[CH:12]([O:14][CH2:15][c:16]2[cH:17][c:18]3[cH:19][cH:20][cH:21][cH:22][c:23]3[c:24]([O:26][CH3:27])[cH:25]2)[CH2:13]1.[CH3:54][OH:55].[Cl:56][CH2:57][Cl:58].[ClH:47].[Na+:48].[Na+:49].[O-:50][C:51](=[O:52])[O-:53]>>[C:1]([CH3:2])([CH3:3])([CH3:4])[O:5][C:6](=[O:7])[N:8]1[CH2:9][CH:10]([O:38][CH2:39][CH:40]([OH:41])[CH2:44][OH:43])[CH:11]([c:28]2[cH:29][cH:30][c:31]([O:34][CH2:35][CH:36]=[CH2:37])[cH:32][cH:33]2)[CH:12]([O:14][CH2:15][c:16]2[cH:17][c:18]3[cH:19][cH:20][cH:21][cH:22][c:23]3[c:24]([O:26][CH3:27])[cH:25]2)[CH2:13]1. Reactants: NC1=C(C=CC=C1)S(=O)(=O)N (2-Amino-benzenesulfonamide), C(C)OC(CC(=O)Cl)=O (Ethyl-3-chloro-3-oxo-propionate). Run in C(C)OCC (diethyl ether), CN(C(C)=O)C (N,N-dimethylacetamide). Reaction conditions: temperature 25 celsius, time 3 hour. Yields the product crude product, C(C)OC(CC(=O)NC1=C(C=CC=C1)S(N)(=O)=O)=O (N-(2-sulfamoyl-phenyl)-malonamic acid ethyl ester). As a reaction SMILES: [NH2:1][C:2]1[CH:7]=[CH:6][CH:5]=[CH:4][C:3]=1[S:8]([NH2:11])(=[O:10])=[O:9].[CH2:12]([O:14][C:15](=[O:20])[CH2:16][C:17](Cl)=[O:18])[CH3:13]>CN(C)C(=O)C.C(OCC)C>[CH2:12]([O:14][C:15](=[O:20])[CH2:16][C:17]([NH:1][C:2]1[CH:7]=[CH:6][CH:5]=[CH:4][C:3]=1[S:8](=[O:9])(=[O:10])[NH2:11])=[O:18])[CH3:13]. Procedure: 2-Amino-benzenesulfonamide (5 g, 29 mmol) was dissolved in N,N-dimethylacetamide (25 mL) and diethyl ether (25 mL). Ethyl-3-chloro-3-oxo-propionate (4.6 g, 30.45 mmol) was added into the above reaction solution. The reaction mixture was stirred at 25° C. for 3 h. The product started to precipitate and was collected by vacuum filtration. The solid was dissolved in ethyl acetate (200 mL) and extracted with water (200 mL). The aqueous layer was back-extracted with ethyl acetate (200 mL). The combin... Reactants: CN(C)C[C@H]1[C@@H](C2=CC=CC=C2CC1)O (TRANS-1,2,3,4-tetrahydro-2-(N,N-dimethylaminomethyl)naphthalen-1-ol), C1(=CC=CC=C1)P(C1=CC=CC=C1)C1=CC=CC=C1 (triphenyl phosphine), COC1=C(C=CC=C1)O (2-methoxyphenol), N(=NC(=O)OCC)C(=O)OCC (diethyl azodicarboxylate). Solvent: C1=CC=CC=C1 (benzene), C1=CC=CC=C1 (benzene). Conditions: time 2 hour. Product: COC1=C(O[C@H]2[C@@H](CCC3=CC=CC=C23)CN(C)C)C=CC=C1 (TRANS-1,2,3,4-tetrahydro-1-(2-methoxyphenoxy)-N,N-dimethyl-2-naphthalenemethanamine). As a reaction SMILES: [CH3:1][N:2]([CH2:4][C@@H:5]1[CH2:14][CH2:13][C:12]2[C:7](=[CH:8][CH:9]=[CH:10][CH:11]=2)[C@H:6]1[OH:15])[CH3:3].C1(P(C2C=CC=CC=2)C2C=CC=CC=2)C=CC=CC=1.[CH3:35][O:36][C:37]1[CH:42]=[CH:41][CH:40]=[CH:39][C:38]=1O.N(C(OCC)=O)=NC(OCC)=O>C1C=CC=CC=1>[CH3:35][O:36][C:37]1[CH:42]=[CH:41][CH:40]=[CH:39][C:38]=1[O:15][C@@H:6]1[C:7]2[C:12](=[CH:11][CH:10]=[CH:9][CH:8]=2)[CH2:13][CH2:14][C@H:5]1[CH2:4][N:2]([CH3:1])[CH3:3]. Procedure: A mixture of 8.21 g (0.04 M) of TRANS-1,2,3,4-tetrahydro-2-(N,N-dimethylaminomethyl)naphthalen-1-ol, 11.54 g (0.044 M) of triphenyl phosphine, 5.46 g (0.044 M) of 2-methoxyphenol and 100 ml of benzene was stirred and a solution of 7.83 g (0.004 M) of 95% diethyl azodicarboxylate in 25 ml of benzene was added dropwise over 45 minutes. After 2 hours, the mixture was filtered and extracted with cold 3% hydrochloric acid. The acid extracts were made basic with dilute sodium hydroxide and the oil whi... The reactants are C1=CC=C(C2=C1C1=C(CCCC2)C=CC=C1)CO (5,6,7,8-tetrahydrodibenzo[a,c]cyclooctene-4-methanol), ClC(=C[C@H]1C([C@H]1C(=O)Cl)(C)C)C(F)(F)F (cis-3-(2-chloro-3,3,3-trifluoropropenyl)-2,2-dimethylcyclopropanecarbonyl chloride), ClC(=C[C@H]1C([C@H]1C(=O)OCC1=CC=CC2=C1CCCCC1=C2C=CC=C1)(C)C)C(F)(F)F ((5,6,7,8-tetrahydrodibenzo[a,c]cycloocten-4-yl)methyl cis-3-(2-chloro-3,3,3-trifluoropropenyl)-2,2-dimethylcyclopropanecarboxylate). The product is ClC(=CC1C(C1C(=O)OCC1=CC=CC2=C1CCCCC1=C2C=CC=C1)(C)C)C(F)(F)F ((5,6,7,8-Tetrahydrodibenzo[a,c]cycloocten-4-yl)methyl 3-(2-chloro-3,3,3-trifluoropropenyl)-2,2-dimethylcyclopropanecarboxylate). RXN SMILES: C1C2C3C=CC=CC=3CCCCC=2C(CO)=CC=1.ClC(C(F)(F)F)=C[C@@H]1[C@H](C(Cl)=O)C1(C)C.[Cl:34][C:35]([C:62]([F:65])([F:64])[F:63])=[CH:36][C@@H:37]1[C@H:39]([C:40]([O:42][CH2:43][C:44]2[C:49]3[CH2:50][CH2:51][CH2:52][CH2:53][C:54]4[CH:59]=[CH:58][CH:57]=[CH:56][C:55]=4[C:48]=3[CH:47]=[CH:46][CH:45]=2)=[O:41])[C:38]1([CH3:61])[CH3:60]>>[Cl:34][C:35]([C:62]([F:63])([F:64])[F:65])=[CH:36][CH:37]1[CH:39]([C:40]([O:42][CH2:43][C:44]2[C:49]3[CH2:50][CH2:51][CH2:52][CH2:53][C:54]4[CH:59]=[CH:58][CH:57]=[CH:56][C:55]=4[C:48]=3[CH:47]=[CH:46][CH:45]=2)=[O:41])[C:38]1([CH3:61])[CH3:60]. Reported procedure: In the manner of Example I, but substituting 5,6,7,8-tetrahydrodibenzo[a,c]cyclooctene-4-methanol and cis-3-(2-chloro-3,3,3-trifluoropropenyl)-2,2-dimethylcyclopropanecarbonyl chloride, (5,6,7,8-tetrahydrodibenzo[a,c]cycloocten-4-yl)methyl cis-3-(2-chloro-3,3,3-trifluoropropenyl)-2,2-dimethylcyclopropanecarboxylate was prepared. Reactants: BrC1=CC2=C(C(OC(N2)=O)=O)C=C1 (7-bromo-1H-3,1-benzoxazine-2,4-dione), C(CCC)[Li] (butyl lithium), CN1N=NN=C1C (1,5-dimethyltetrazole). The solvent is industrial methylated spirit, CCCCCC (hexane), O1CCCC1 (tetrahydrofuran). Reaction conditions: time 1.5 hour. Product: NC1=C(C=CC(=C1)Br)C(CC1=NN=NN1C)=O (1-(2-amino-4-bromophenyl)-2-(1-methyl-1H-tetrazol-5-yl)ethanone). RXN SMILES: C([Li])CCC.[CH3:6][N:7]1[C:11]([CH3:12])=[N:10][N:9]=[N:8]1.[Br:13][C:14]1[CH:25]=[CH:24][C:17]2[C:18](=O)[O:19]C(=O)[NH:21][C:16]=2[CH:15]=1>CCCCCC.O1CCCC1>[NH2:21][C:16]1[CH:15]=[C:14]([Br:13])[CH:25]=[CH:24][C:17]=1[C:18](=[O:19])[CH2:12][C:11]1[N:7]([CH3:6])[N:8]=[N:9][N:10]=1. Reported procedure: A solution of butyl lithium in hexane (2.7M, 104 ml) was added slowly to a stirred solution of 1,5-dimethyltetrazole (27.5 g) in dry tetrahydrofuran (500 ml) at -5° to 0° under nitrogen. After stirring for 1.5 hours, 7-bromo-1H-3,1-benzoxazine-2,4-dione (22.6 g) was added and stirring continued for 18 hours at room temperature and for 3.5 hours at 40° to 50°. The mixture was cooled to room temperature, industrial methylated spirit (15 ml) added and most of the solvents distilled off. The residue... Starting materials: C1CCNCC1, CC(C)(C)OC(=O)N(C(=O)OC(C)(C)C)c1cnc(C#N)cn1, CS(C)=O, Cl, NO. Yields the product CC(C)(C)OC(=O)N(C(=O)OC(C)(C)C)c1cnc(C(=N)NO)cn1. As a reaction SMILES: [CH2:27]1[CH2:28][CH2:29][NH:30][CH2:31][CH2:32]1.[CH3:1][C:2]([CH3:3])([O:4][C:5](=[O:6])[N:7]([c:8]1[n:9][cH:10][c:11]([C:14]#[N:15])[n:12][cH:13]1)[C:16](=[O:17])[O:18][C:19]([CH3:20])([CH3:21])[CH3:22])[CH3:23].[CH3:33][S:34](=[O:35])[CH3:36].[ClH:24].[NH2:25][OH:26]>>[CH3:1][C:2]([CH3:3])([O:4][C:5](=[O:6])[N:7]([c:8]1[n:9][cH:10][c:11]([C:14](=[NH:15])[NH:25][OH:26])[n:12][cH:13]1)[C:16](=[O:17])[O:18][C:19]([CH3:20])([CH3:21])[CH3:22])[CH3:23].